From a dataset of the Open Reaction Database (ORD), a public repository of structured organic reaction records. describe an organic reaction: reactants, conditions, products, and yield The reactants are CC(C)O, ClCCCN1CCN(c2cccc(Cl)c2)CC1, Cl, NN. As a reaction SMILES: [CH:21]([OH:22])([CH3:23])[CH3:24].[Cl:2][CH2:3][CH2:4][CH2:5][N:6]1[CH2:7][CH2:8][N:9]([c:12]2[cH:13][c:14]([Cl:18])[cH:15][cH:16][cH:17]2)[CH2:10][CH2:11]1.[ClH:1].[NH2:19][NH2:20]>>[CH2:3]([CH2:4][CH2:5][N:6]1[CH2:7][CH2:8][N:9]([c:12]2[cH:13][c:14]([Cl:18])[cH:15][cH:16][cH:17]2)[CH2:10][CH2:11]1)[NH:19][NH2:20]. The product is NNCCCN1CCN(c2cccc(Cl)c2)CC1. Starting materials: FC(OC1=CC=C(C=C1)OS(=O)(=O)C1=CC=C(C=C1)C)(F)F (toluene-4-sulfonic acid 4-trifluoromethoxy-phenyl ester), C#CCCCCC (1-heptyne). Solvent: CCCCCCC (heptane). The product is C(#CCCCCC)C1=CC=C(C=C1)OC(F)(F)F (1-Hept-1-ynyl-4-trifluoromethoxy-benzene). As a reaction SMILES: [F:1][C:2]([F:22])([F:21])[O:3][C:4]1[CH:9]=[CH:8][C:7](OS(C2C=CC(C)=CC=2)(=O)=O)=[CH:6][CH:5]=1.[CH:23]#[C:24][CH2:25][CH2:26][CH2:27][CH2:28][CH3:29]>CCCCCCC>[C:23]([C:7]1[CH:6]=[CH:5][C:4]([O:3][C:2]([F:1])([F:21])[F:22])=[CH:9][CH:8]=1)#[C:24][CH2:25][CH2:26][CH2:27][CH2:28][CH3:29]. Reported procedure: This product was prepared from toluene-4-sulfonic acid 4-trifluoromethoxy-phenyl ester and 1-heptyne following the general procedure for the Sonogashira cross-coupling process described above. Chromatography eluent: heptane; yield (100 mg, 78%); 1H NMR δ (CDCl3): 7.41 (d, J=8.55 Hz, 2H), 7.21 (d, J=8.56 Hz, 2H), 2.43 (t, J=7.21 Hz, 2H), 1.62 (p, J=7.16 Hz, 2H), 1.48-1.3 (m, 4H), 0.93 (t, J=7.22 Hz, 3H); LCMS m/z: 256. The reactants are O=C([O-])[O-], COc1ccc(CCl)cc1, CN(C)C=O, [Cs+], [Cs+], CC(=O)c1c[nH]nc1-c1cccc([N+](=O)[O-])c1. Yields the product COc1ccc(Cn2cc(C(C)=O)c(-c3cccc([N+](=O)[O-])c3)n2)cc1. RXN SMILES: [C:18](=[O:19])([O-:20])[O-:21].[CH3:24][O:25][c:26]1[cH:27][cH:28][c:29]([CH2:30][Cl:31])[cH:32][cH:33]1.[CH3:34][N:35]([CH3:36])[CH:37]=[O:38].[Cs+:22].[Cs+:23].[N+:1](=[O:2])([O-:3])[c:4]1[cH:5][c:6](-[c:10]2[n:11][nH:12][cH:13][c:14]2[C:15]([CH3:16])=[O:17])[cH:7][cH:8][cH:9]1>>[N+:1](=[O:2])([O-:3])[c:4]1[cH:5][c:6](-[c:10]2[n:11][n:12]([CH2:30][c:29]3[cH:28][cH:27][c:26]([O:25][CH3:24])[cH:33][cH:32]3)[cH:13][c:14]2[C:15]([CH3:16])=[O:17])[cH:7][cH:8][cH:9]1. The reactants are Intermediate I, FC1=CC=C(C=C1)C(C)(C)N (2-(4-fluorophenyl)propan-2-amine), BrC=1C=CC=2N(C1)C=C(N2)C(=O)OCC (ethyl 6-bromoimidazo[1,2-a]pyridine-2-carboxylate). Yields the product BrC=1C=CC=2N(C1)C=C(N2)C(=O)NC(C)(C)C2=CC=C(C=C2)F (6-Bromo-N-(2-(4-fluorophenyl)propan-2-yl)imidazo[1,2-a]pyridine-2-carboxamide). Reaction SMILES: [F:1][C:2]1[CH:7]=[CH:6][C:5]([C:8]([NH2:11])([CH3:10])[CH3:9])=[CH:4][CH:3]=1.[Br:12][C:13]1[CH:14]=[CH:15][C:16]2[N:17]([CH:19]=[C:20]([C:22](OCC)=[O:23])[N:21]=2)[CH:18]=1>>[Br:12][C:13]1[CH:14]=[CH:15][C:16]2[N:17]([CH:19]=[C:20]([C:22]([NH:11][C:8]([C:5]3[CH:4]=[CH:3][C:2]([F:1])=[CH:7][CH:6]=3)([CH3:9])[CH3:10])=[O:23])[N:21]=2)[CH:18]=1. Procedure: The title compound was prepared by essentially following the same procedures described for Intermediate I, using 2-(4-fluorophenyl)propan-2-amine and ethyl 6-bromoimidazo[1,2-a]pyridine-2-carboxylate as starting materials. The reactants are O1CC1COC1=CC=CC2=CC=CC=C12 (1,2-epoxy-3-(1-naphthoxy)propane), C1(=CC=CC=C1)C1CCNCC1 (4-phenylpiperidine). Solvent: C(C)O (ethanol). Yields the product C1(=CC=CC2=CC=CC=C12)OCC(CN1CCC(CC1)C1=CC=CC=C1)O (1-(1-naphthoxy)-3-(4-phenylpiperidino)-2-propanol). RXN SMILES: [O:1]1[CH:3]([CH2:4][O:5][C:6]2[C:15]3[C:10](=[CH:11][CH:12]=[CH:13][CH:14]=3)[CH:9]=[CH:8][CH:7]=2)[CH2:2]1.[C:16]1([CH:22]2[CH2:27][CH2:26][NH:25][CH2:24][CH2:23]2)[CH:21]=[CH:20][CH:19]=[CH:18][CH:17]=1>C(O)C>[C:6]1([O:5][CH2:4][CH:3]([OH:1])[CH2:2][N:25]2[CH2:26][CH2:27][CH:22]([C:16]3[CH:21]=[CH:20][CH:19]=[CH:18][CH:17]=3)[CH2:23][CH2:24]2)[C:15]2[C:10](=[CH:11][CH:12]=[CH:13][CH:14]=2)[CH:9]=[CH:8][CH:7]=1. Reported procedure: To a solution of 5.0 parts of 1,2-epoxy-3-(1-naphthoxy)propane in 79 parts of ethanol is added 5.0 parts of 4-phenylpiperidine. The resulting mixture is then refluxed for 24 hours. Evaporation of the solvent from the reaction mixture under reduced pressure affords 1-(1-naphthoxy)-3-(4-phenylpiperidino)-2-propanol. This free amine is then dissolved in isopropanol and treated with a solution of hydrochloric acid in isopropanol. The resulting salt is separated by filtration and recrystallized from ... The reactants are NC1=C(C(=O)O)C=CC(=C1)[N+](=O)[O-] (2-amino-4-nitrobenzoic acid), NC(=O)N (urea). Reaction conditions: temperature 160 celsius, time 2 hour. The product is [N+](=O)([O-])C1=CC=C2C(NC(NC2=C1)=O)=O (7-nitro-1,2,3,4-tetrahydro-quinazoline-2,4-dione). Isolated yield 85.8%. Reaction SMILES: [NH2:1][C:2]1[CH:10]=[C:9]([N+:11]([O-:13])=[O:12])[CH:8]=[CH:7][C:3]=1[C:4]([OH:6])=O.[NH2:14][C:15](N)=[O:16]>>[N+:11]([C:9]1[CH:10]=[C:2]2[C:3]([C:4](=[O:6])[NH:14][C:15](=[O:16])[NH:1]2)=[CH:7][CH:8]=1)([O-:13])=[O:12]. Reported procedure: A mixture of 5 g (0.027 mol) of 2-amino-4-nitrobenzoic acid and 16.5 g (0.27 mol) of urea was heated to 160° C. for 2 hrs. and at 180° C. for a further 2 hrs. The resulting brown mass was triturated with 200 ml of methanol, filtered off and dried in a vacuum. 4.8 g (80%) of 7-nitro-1,2,3,4-tetrahydro-quinazoline-2,4-dione were obtained as a white solid; Starting materials: COC1=C(C=CC=C1C)OC1=CC(=CC=C1)Cl (3-chlorophenyl 2-methoxy-3-methylphenyl ether), BrN1C(CCC1=O)=O (N-bromosuccinimide), N(=NC(C#N)(C)C)C(C#N)(C)C (2,2'-azobisisobutyronitrile). The solvent is C1=CC=CC=C1 (benzene). The product is COC1=C(C=CC=C1CBr)OC1=CC(=CC=C1)Cl (3-chlorophenyl 2-methoxy-3-bromomethylphenyl ether). The yield is 104.0%. As a reaction SMILES: [CH3:1][O:2][C:3]1[C:8]([CH3:9])=[CH:7][CH:6]=[CH:5][C:4]=1[O:10][C:11]1[CH:16]=[CH:15][CH:14]=[C:13]([Cl:17])[CH:12]=1.[Br:18]N1C(=O)CCC1=O.N(C(C)(C)C#N)=NC(C)(C)C#N>C1C=CC=CC=1>[CH3:1][O:2][C:3]1[C:8]([CH2:9][Br:18])=[CH:7][CH:6]=[CH:5][C:4]=1[O:10][C:11]1[CH:16]=[CH:15][CH:14]=[C:13]([Cl:17])[CH:12]=1. Procedure: A mixture of 3-chlorophenyl 2-methoxy-3-methylphenyl ether (14.6 g), N-bromosuccinimide (11.3 g) and 2,2'-azobisisobutyronitrile (1.1 g) in benzene (100 ml) was treated in a similar manner to that of Example 6-(3) to give oily 3-chlorophenyl 2-methoxy-3-bromomethylphenyl ether (20 g). Reactants: [Al+3], C1CCOC1, COc1ccc(OCCN2CCN(C(=O)CCCCC(c3ccc(F)cc3)c3ccc(F)cc3)CC2)cc1OC, CCOC(C)=O, [H-], [H-], [H-], [H-], [Li+], N#N. Yields the product COc1ccc(OCCN2CCN(CCCCCC(c3ccc(F)cc3)c3ccc(F)cc3)CC2)cc1OC. As a reaction SMILES: [Al+3:42].[CH2:55]1[O:56][CH2:57][CH2:58][CH2:59]1.[CH3:1][O:2][c:3]1[cH:4][c:5]([O:6][CH2:7][CH2:8][N:9]2[CH2:10][CH2:11][N:12]([C:15]([CH2:16][CH2:17][CH2:18][CH2:19][CH:20]([c:21]3[cH:22][cH:23][c:24]([F:27])[cH:25][cH:26]3)[c:28]3[cH:29][cH:30][c:31]([F:34])[cH:32][cH:33]3)=[O:35])[CH2:13][CH2:14]2)[cH:36][cH:37][c:38]1[O:39][CH3:40].[CH3:49][CH2:50][O:51][C:52]([CH3:53])=[O:54].[H-:41].[H-:44].[H-:45].[H-:46].[Li+:43].[N:47]#[N:48]>>[CH3:1][O:2][c:3]1[cH:4][c:5]([O:6][CH2:7][CH2:8][N:9]2[CH2:10][CH2:11][N:12]([CH2:15][CH2:16][CH2:17][CH2:18][CH2:19][CH:20]([c:21]3[cH:22][cH:23][c:24]([F:27])[cH:25][cH:26]3)[c:28]3[cH:29][cH:30][c:31]([F:34])[cH:32][cH:33]3)[CH2:13][CH2:14]2)[cH:36][cH:37][c:38]1[O:39][CH3:40].